The task is: describe an organic reaction: reactants, conditions, products, and yield. This data is from the Open Reaction Database (ORD), a public repository of structured organic reaction records. The reactants are C(C)(=O)OC(CN1C=NC=2C=[N+](C=3C=CC=CC3C21)[O-])(C)C (1-(2-acetoxy-2-methylpropyl)-1H-imidazo[4,5-c]quinolin-5-oxide), CN(C=O)C (N,N-dimethylformamide), P(=O)(Cl)(Cl)Cl (phosphorus oxychloride). Run in ClCCl (dichloromethane). Run at time 1 hour. Yields the product ClC1=NC=2C=CC=CC2C2=C1N=CN2CC(C)(C)O (4-chloro-1-(2-hydroxy-2-methylpropyl)-1H-imidazo[4,5-c]quinoline). RXN SMILES: C([O:4][C:5]([CH3:22])([CH3:21])[CH2:6][N:7]1[C:19]2[C:18]3[CH:17]=[CH:16][CH:15]=[CH:14][C:13]=3[N+:12]([O-])=[CH:11][C:10]=2[N:9]=[CH:8]1)(=O)C.CN(C)C=O.P(Cl)(Cl)([Cl:30])=O>ClCCl>[Cl:30][C:11]1[C:10]2[N:9]=[CH:8][N:7]([CH2:6][C:5]([OH:4])([CH3:22])[CH3:21])[C:19]=2[C:18]2[CH:17]=[CH:16][CH:15]=[CH:14][C:13]=2[N:12]=1. Procedure: To a stirred solution of 1.5 g of crude 1-(2-acetoxy-2-methylpropyl)-1H-imidazo[4,5-c]quinolin-5-oxide from Part C in 10 ml of dichloromethane and 2 ml of N,N-dimethylformamide was added 0.843 g (0.0055 mole) of phosphorus oxychloride. After stirring for one hour, the mixture was evaporated to dryness. Hydrochloric acid was added to the residue, then the mixture was basified with ammonium hydroxide. The product was separated by filtration, washed with water and dried. Recrystallization from etha...